This data is from the Open Reaction Database (ORD), a public repository of structured organic reaction records. The task is: describe an organic reaction: reactants, conditions, products, and yield Reactants: O (water), [OH-].[Na+] (sodium hydroxide), C(C)O (ethanol), C(#N)C=1N=NC(=CC1)N(C)C (3-cyano-6-dimethylaminopyridazine). The solvent is C(Cl)Cl (methylene chloride). Conditions: temperature 20 celsius, time 12 hour. The product is CN(C1=CC=C(N=N1)C(=O)OCC)C (Ethyl (6-dimethylaminopyridazin3-yl)-carboxylate). As a reaction SMILES: [C:1]([C:3]1[N:4]=[N:5][C:6]([N:9]([CH3:11])[CH3:10])=[CH:7][CH:8]=1)#N.[OH2:12].[OH-].[Na+].[CH2:15]([OH:17])[CH3:16]>C(Cl)Cl>[CH3:11][N:9]([CH3:10])[C:6]1[N:5]=[N:4][C:3]([C:1]([O:17][CH2:15][CH3:16])=[O:12])=[CH:8][CH:7]=1 |f:2.3|. Procedure details: Ethyl (6-dimethylaminopyridazin-3-yl)-carboxylate can be obtained by heating a suspension of 3-cyano-6-dimethylaminopyridazine (52.7 g) in a mixture of distilled water (600 cc), 10N sodium hydroxide solution (200 cc) and ethanol (400 cc) at a temperature of about 70° C. for four and a half hours. After cooling to a temperature of about 20° C., methylene chloride (200 cc) is added to the reaction mixture which is allowed to stand for 12 hours at a temperature of about 20° C. The aqueous phase is ... Starting materials: O=C([O-])N(Cc1ccccc1)C(CO)CC(=O)N(Cc1cccc(Cl)c1Cl)C1CC1, C[Si](C)(C)I, CC#N. Product: NC(CO)CC(=O)N(Cc1cccc(Cl)c1Cl)C1CC1. As a reaction SMILES: [CH2:1]([c:5]1[cH:6][cH:7][cH:9][cH:10][cH:11]1)[N:8]([C:2](=[O:3])[O-:4])[CH:12]([CH2:13][OH:14])[CH2:15][C:16](=[O:17])[N:18]([CH2:19][c:20]1[c:21]([Cl:27])[c:22]([Cl:26])[cH:23][cH:24][cH:25]1)[CH:28]1[CH2:29][CH2:30]1.[CH3:31][Si:32]([I:33])([CH3:34])[CH3:35].[CH3:36][C:37]#[N:38]>>[NH2:8][CH:12]([CH2:13][OH:14])[CH2:15][C:16](=[O:17])[N:18]([CH2:19][c:20]1[c:21]([Cl:27])[c:22]([Cl:26])[cH:23][cH:24][cH:25]1)[CH:28]1[CH2:29][CH2:30]1.